Task: describe an organic reaction: reactants, conditions, products, and yield. Dataset: the Open Reaction Database (ORD), a public repository of structured organic reaction records Reactants: [H][H] (hydrogen), FC(C(F)F)C1CCC(CC1)=O (4-(1,2,2-trifluoroethyl)cyclohexanone), N (ammonia). The product is FC(C(F)F)C1CCC(CC1)N (4-(1,2,2-trifluoroethyl)cyclohexylamine). As a reaction SMILES: [H][H].[F:3][CH:4]([CH:8]1[CH2:13][CH2:12][C:11](=O)[CH2:10][CH2:9]1)[CH:5]([F:7])[F:6].[NH3:15]>[Rh]>[F:3][CH:4]([CH:8]1[CH2:13][CH2:12][CH:11]([NH2:15])[CH2:10][CH2:9]1)[CH:5]([F:7])[F:6]. Reagents/catalysts: [Rh] (rhodium on carbon). Procedure: At 50° C. and 20 bar hydrogen pressure, 4.7 g of 4-(1,2,2-trifluoroethyl)cyclohexanone were reductively aminated in 100 ml of ammonia-saturated methanol in an autoclave using rhodium on carbon as catalyst. The catalyst was filtered off and the reaction solution was concentrated, giving the title product as a brown oil which was reacted further without any purification.